Task: describe an organic reaction: reactants, conditions, products, and yield. Dataset: the Open Reaction Database (ORD), a public repository of structured organic reaction records Reactants: [Cl-], Cl, O=[N+]([O-])c1cnc2ccc(C(F)(F)F)cc2c1-c1ccccc1, O, O. Product: Nc1cnc2ccc(C(F)(F)F)cc2c1-c1ccccc1. Reaction SMILES: [Cl-:26].[ClH:27].[N+:1]([O-:2])(=[O:3])[c:4]1[cH:5][n:6][c:7]2[cH:8][cH:9][c:10]([C:20]([F:21])([F:22])[F:23])[cH:11][c:12]2[c:13]1-[c:14]1[cH:15][cH:16][cH:17][cH:18][cH:19]1.[OH2:24].[OH2:25]>>[NH2:1][c:4]1[cH:5][n:6][c:7]2[cH:8][cH:9][c:10]([C:20]([F:21])([F:22])[F:23])[cH:11][c:12]2[c:13]1-[c:14]1[cH:15][cH:16][cH:17][cH:18][cH:19]1. Reactants: [BH4-].[Na+] (Sodium borohydride), C(C)(C)(C)O[C@H](C)[C@@H]1N(C(OC1)=O)C1=CC(=NC(=N1)Cl)C(=O)OC (methyl 6-((R)-4-((R)-1-(tert-butoxy)ethyl)-2-oxooxazolidin-3-yl)-2-chloropyrimidine-4-carboxylate). Run in CO (methanol). Conditions: time 1 hour. Product: C(C)(C)(C)O[C@H](C)[C@@H]1N(C(OC1)=O)C1=NC(=NC(=C1)CO)Cl ((R)-4-((R)-1-(tert-butoxy)ethyl)-3-(2-chloro-6-(hydroxymethyl)pyrimidin-4-yl)oxazolidin-2-one). Yield: 59.6%. Reaction SMILES: [BH4-].[Na+].[C:3]([O:7][C@@H:8]([C@H:10]1[CH2:14][O:13][C:12](=[O:15])[N:11]1[C:16]1[N:21]=[C:20]([Cl:22])[N:19]=[C:18]([C:23](OC)=[O:24])[CH:17]=1)[CH3:9])([CH3:6])([CH3:5])[CH3:4]>CO>[C:3]([O:7][C@@H:8]([C@H:10]1[CH2:14][O:13][C:12](=[O:15])[N:11]1[C:16]1[CH:17]=[C:18]([CH2:23][OH:24])[N:19]=[C:20]([Cl:22])[N:21]=1)[CH3:9])([CH3:4])([CH3:5])[CH3:6] |f:0.1|. Reported procedure: Sodium borohydride (60 mg, 1.59 mmol, 1.4 equiv) was added to a suspension of methyl 6-((R)-4-((R)-1-(tert-butoxy)ethyl)-2-oxooxazolidin-3-yl)-2-chloropyrimidine-4-carboxylate (400 mg, 1.12 mmol) in methanol (11.2 mL) at 0° C. The ice bath was removed and the reaction was stirred at room temperature for 1 hour. The reaction was quenched with saturated aqueous ammonium chloride (100 mL) and extracted with ethyl acetate (3×50 mL). The combined extracts were washed with saturated aqueous sodium chl...